describe an organic reaction: reactants, conditions, products, and yield From a dataset of the Open Reaction Database (ORD), a public repository of structured organic reaction records. The reactants are [BH4-], CC(=O)O, CC#N, CC(C)C1C(O)=CC(=O)N1c1ccc(C#N)c(Cl)c1, [Na+], O. As a reaction SMILES: [BH4-:24].[CH3:20][C:21](=[O:22])[OH:23].[CH3:27][C:28]#[N:29].[Cl:1][c:2]1[c:3]([C:4]#[N:5])[cH:6][cH:7][c:8]([N:10]2[CH:11]([CH:17]([CH3:18])[CH3:19])[C:12]([OH:16])=[CH:13][C:14]2=[O:15])[cH:9]1.[Na+:25].[OH2:26]>>[Cl:1][c:2]1[c:3]([C:4]#[N:5])[cH:6][cH:7][c:8]([N:10]2[CH:11]([CH:17]([CH3:18])[CH3:19])[CH:12]([OH:16])[CH2:13][C:14]2=[O:15])[cH:9]1. Product: CC(C)C1C(O)CC(=O)N1c1ccc(C#N)c(Cl)c1. Reactants: BrC1=CSC=C1Br (3,4-Dibromothiophene), [Li]CCCC (n-BuLi), ClC=1C=C(C=O)C=CC1 (3-chlorobenzaldehyde). Solvent: CCOCC (Et2O). Run at temperature -78 celsius, time 1.5 hour. The product is BrC=1C(=CSC1)C(O)C1=CC(=CC=C1)Cl ((4-bromo-3-thienyl)(3-chlorophenyl)methanol). RXN SMILES: Br[C:2]1[C:6]([Br:7])=[CH:5][S:4][CH:3]=1.[Li]CCCC.[Cl:13][C:14]1[CH:15]=[C:16]([CH:19]=[CH:20][CH:21]=1)[CH:17]=[O:18]>CCOCC>[Br:7][C:6]1[C:2]([CH:17]([C:16]2[CH:19]=[CH:20][CH:21]=[C:14]([Cl:13])[CH:15]=2)[OH:18])=[CH:3][S:4][CH:5]=1. Procedure details: 3,4-Dibromothiophene (15.5 g, 64.1 mmol) was added dropwise to a solution of n-BuLi (2.5M in hexane, 25.6 mL, 64.1 mmol) in Et2O (50 mL) at −78° C. After 1.5 h, 3-chlorobenzaldehyde (7.29 mL, 64.1 mmol) was added dropwise to the beige suspension. The resulting solution was stirred at −78° C. for 1 h and allowed to warm to 0° C. After 1 h, the reaction was quenched by the addition of 25% aq. NH4OAc. The aqueous layer was extracted with EtOAc and the combined organics were washed with water and br... Starting materials: [N+](=O)([O-])C=1C=CC(=NC1)OC=1C=C2CCC(OC2=CC1)C1=CC=CC=C1 (5-nitro-2-(2-phenylchroman-6-yloxy)pyridine), C1(=CC=CC=C1)C1OC2=CC(=CC=C2CC1)O (2-phenylchroman-7-ol). Product: [N+](=O)([O-])C=1C=CC(=NC1)OC1=CC=C2CCC(OC2=C1)C1=CC=CC=C1 (5-Nitro-2-(2-phenylchroman-7-yloxy)pyridine). Reaction SMILES: [N+:1]([C:4]1[CH:5]=[CH:6][C:7](OC2C=C3C(=CC=2)OC(C2C=CC=CC=2)CC3)=[N:8][CH:9]=1)([O-:3])=[O:2].[C:27]1([CH:33]2[CH2:42][CH2:41][C:40]3[C:35](=[CH:36][C:37]([OH:43])=[CH:38][CH:39]=3)[O:34]2)[CH:32]=[CH:31][CH:30]=[CH:29][CH:28]=1>>[N+:1]([C:4]1[CH:5]=[CH:6][C:7]([O:43][C:37]2[CH:36]=[C:35]3[C:40]([CH2:41][CH2:42][CH:33]([C:27]4[CH:28]=[CH:29][CH:30]=[CH:31][CH:32]=4)[O:34]3)=[CH:39][CH:38]=2)=[N:8][CH:9]=1)([O-:3])=[O:2]. Procedure: 5-Nitro-2-(2-phenylchroman-7-yloxy)pyridine was prepared as described for 5-nitro-2-(2-phenylchroman-6-yloxy)pyridine in Example 1(b) starting from 115 mg of 2-phenylchroman-7-ol. The product was purified on preparative TLC-plate covered with silica gel using toluene-ethyl acetate (15:1) as an eluant. 1H NMR (400 MHz, d6-DMSO) δ: 9.04 (d, 1H, J 2.8 Hz), 8.60 (dd, 1H, J 9.1, 2.8 Hz), 7.46-7.32 (m, 5H), 7.22 (d, 1H, J 9.1 Hz), 7.20 (d, 1H, J 8.9 Hz), 6.72 (dd, 1H, J 8.9, 2.3 Hz), 6.72 (d, 1H, J 2.... The product is CC(C)(O)CC1(c2ccccc2)CCN(C2CCCN(C(=O)OC(C)(C)C)C2)C(=O)O1. As a reaction SMILES: [CH2:32]1[O:33][CH2:34][CH2:35][CH2:36]1.[CH3:1][C:2]1([CH2:5][C:6]2([c:26]3[cH:27][cH:28][cH:29][cH:30][cH:31]3)[CH2:7][CH2:8][N:9]([CH:13]3[CH2:14][N:15]([C:19](=[O:20])[O:21][C:22]([CH3:23])([CH3:24])[CH3:25])[CH2:16][CH2:17][CH2:18]3)[C:10](=[O:12])[O:11]2)[O:3][CH2:4]1>>[CH3:1][C:2]([OH:3])([CH3:4])[CH2:5][C:6]1([c:26]2[cH:27][cH:28][cH:29][cH:30][cH:31]2)[CH2:7][CH2:8][N:9]([CH:13]2[CH2:14][N:15]([C:19](=[O:20])[O:21][C:22]([CH3:23])([CH3:24])[CH3:25])[CH2:16][CH2:17][CH2:18]2)[C:10](=[O:12])[O:11]1. Starting materials: C1CCOC1, CC(C)(C)OC(=O)N1CCCC(N2CCC(CC3(C)CO3)(c3ccccc3)OC2=O)C1. Starting materials: ClC1=CC2=C(OCOC3=C(N2)C=CC=C3)C=C1 (2-chloro-12H-dibenzo[d,g][1,3,6]dioxazocine), [OH-].[Na+] (sodium hydroxide), C(C)C(=O)C (methyl ethyl ketone), white product, BrCCCCl (1-bromo-3-chloropropane), [OH-].[Na+] (sodium hydroxide), petrol ether. Solvent: C1=CC=CC=C1 (benzene). Run at temperature 20 celsius, time 10 hour. Product: ClC1=CC2=C(OCOC3=C(N2CCCCl)C=CC=C3)C=C1 (2-Chloro-12-(3-chloropropyl)-12H-dibenzo[d,g][1,3,6]dioxazocine). As a reaction SMILES: [Cl:1][C:2]1[CH:17]=[CH:16][C:5]2[O:6][CH2:7][O:8][C:9]3[CH:15]=[CH:14][CH:13]=[CH:12][C:10]=3[NH:11][C:4]=2[CH:3]=1.Br[CH2:19][CH2:20][CH2:21][Cl:22].[OH-].[Na+].C(C(C)=O)C>C1C=CC=CC=1>[Cl:1][C:2]1[CH:17]=[CH:16][C:5]2[O:6][CH2:7][O:8][C:9]3[CH:15]=[CH:14][CH:13]=[CH:12][C:10]=3[N:11]([CH2:19][CH2:20][CH2:21][Cl:22])[C:4]=2[CH:3]=1 |f:2.3|. Procedure details: A mixture of 14.9 g. (0.06 moles) of 2-chloro-12H-dibenzo[d,g][1,3,6]dioxazocine, 37.8 g. (0.24 moles) of 1-bromo-3-chloropropane, 19.6 g. (0.48 moles) of sodium hydroxide and 180 ml. of methyl ethyl ketone is stirred under reflux for 10 hours. Thereafter further 19.6 g. (0.48 moles) of sodium hydroxide are added and the stirring under reflux continued for 10 hours. The reaction mixture is cooled to 20° C. and poured to 300 g. of broken ice under stirring. 100 ml. of benzene are added, the organ... Reactants: C(C)(=O)OC(C)=O (Acetic anhydride), C(C)(=O)[O-].[K+] (potassium acetate), N(=O)OCCC(C)C (isoamyl nitrite), C(C)(=O)OC1=C(C(=C(C=C1)NC(C)=O)C)F (4-(acetylamino)-2-fluoro-3-methylphenyl acetate). Reagents/catalysts: [Br-].C(CCC)[N+](CCCC)(CCCC)CCCC (tetrabutylammonium bromide). Run in C(C)(=O)OCC (ethyl acetate). Reaction conditions: time 11 hour. Product: C(C)(=O)OC=1C(=C2C=NN(C2=CC1)C(C)=O)F (1-acetyl-4-fluoro-1H-indazol-5-yl acetate). Isolated yield 42.4%. Reaction SMILES: C(OC(=O)C)(=O)C.C([O-])(=O)C.[K+].[N:13](OCCC(C)C)=O.[C:21]([O:24][C:25]1[CH:30]=[CH:29][C:28]([NH:31][C:32](=[O:34])[CH3:33])=[C:27]([CH3:35])[C:26]=1[F:36])(=[O:23])[CH3:22]>[Br-].C([N+](CCCC)(CCCC)CCCC)CCC.C(OCC)(=O)C>[C:21]([O:24][C:25]1[C:26]([F:36])=[C:27]2[C:28](=[CH:29][CH:30]=1)[N:31]([C:32](=[O:34])[CH3:33])[N:13]=[CH:35]2)(=[O:23])[CH3:22] |f:1.2,5.6|. Procedure: Acetic anhydride (2.83 ml, 30.0 mmol), tetrabutylammonium bromide (161 mg, 0.500 mmol), potassium acetate (1.96 g, 20.0 mmol) and isoamyl nitrite (1.75 ml, 13.0 mmol) were added in that order to a solution of 4-(acetylamino)-2-fluoro-3-methylphenyl acetate (2.25 g, 9.99 mmol) in ethyl acetate (30 ml) at room temperature. The resulting mixture was slowly heated until heating under reflux was caused. Then, the mixture was stirred for 11 hours while maintaining the temperature. After cooling, the m... Reaction SMILES: O[CH2:2][CH:3]1[C:9]2=[N:10][C:11]([CH3:19])=[C:12]([C:14]([O:16][CH2:17][CH3:18])=[O:15])[CH:13]=[C:8]2[CH2:7][CH2:6][CH2:5][CH2:4]1.C1(P(C2C=CC=CC=2)C2C=CC=CC=2)C=CC=CC=1.C(Br)(Br)(Br)[Br:40].C(=O)(O)[O-].[Na+]>C(Cl)Cl.O>[Br:40][CH2:2][CH:3]1[C:9]2=[N:10][C:11]([CH3:19])=[C:12]([C:14]([O:16][CH2:17][CH3:18])=[O:15])[CH:13]=[C:8]2[CH2:7][CH2:6][CH2:5][CH2:4]1 |f:3.4|. Yields the product BrCC1CCCCC=2C1=NC(=C(C2)C(=O)OCC)C (Ethyl 9-bromomethyl-2-methyl-6,7,8,9-tetrahydro-5H-cyclohepta[b]pyridine-3-carboxylate). The solvent is O (water), C(Cl)Cl (methylene chloride). Reported procedure: In an atmosphere of argon, ethyl 9-hydroxymethyl-2-methyl-6,7,8,9-tetrahydro-5H-cyclohepta[b]pyridine-3-carboxylate (263.0 mg, 1.00 mmol) was dissolved in methylene chloride (5.0 ml), the solution was mixed with triphenylphosphine (393.0 mg, 1.50 mmol) at 0° C. and then with carbon tetrabromide (663.3 mg, 2.00 mmol) and the mixture was stirred at room temperature for 3 hours. The reaction solution was mixed with saturated sodium bicarbonate aqueous solution and water and extracted with ethyl ace... Yield: 107.0%. Starting materials: C([O-])(O)=O.[Na+] (sodium bicarbonate), OCC1CCCCC=2C1=NC(=C(C2)C(=O)OCC)C (ethyl 9-hydroxymethyl-2-methyl-6,7,8,9-tetrahydro-5H-cyclohepta[b]pyridine-3-carboxylate), C(Br)(Br)(Br)Br (carbon tetrabromide), C1(=CC=CC=C1)P(C1=CC=CC=C1)C1=CC=CC=C1 (triphenylphosphine). Reactants: C1(CC1)N(S(=O)(=O)C1=C(C=C(C=C1C)OC)C)CC1=NN=C(O1)C(=O)OCC (Ethyl 5-({cyclopropyl[(4-methoxy-2,6-dimethylphenyl)sulfonyl]amino}methyl)-1,3,4-oxadiazole-2-carboxylate), CN1CCC(CC1)N1CCNCC1 (1-(1-methylpiperidin-4-yl)piperazine), C[Al](C)C (trimethylaluminium). The solvent is ClCCCl (DCE). Yields the product C1(CC1)N(S(=O)(=O)C1=C(C=C(C=C1C)OC)C)CC=1OC(=NN1)C(=O)N1CCN(CC1)C1CCN(CC1)C (N-Cyclopropyl-4-methoxy-2,6-dimethyl-N-[(5-{[4-(1-methylpiperidin-4-yl)piperazin-1-yl]carbonyl}-1,3,4-oxadiazol-2-yl)methyl]benzenesulfonamide). RXN SMILES: [CH:1]1([N:4]([CH2:18][C:19]2[O:23][C:22]([C:24](OCC)=[O:25])=[N:21][N:20]=2)[S:5]([C:8]2[C:13]([CH3:14])=[CH:12][C:11]([O:15][CH3:16])=[CH:10][C:9]=2[CH3:17])(=[O:7])=[O:6])[CH2:3][CH2:2]1.[CH3:29][N:30]1[CH2:35][CH2:34][CH:33]([N:36]2[CH2:41][CH2:40][NH:39][CH2:38][CH2:37]2)[CH2:32][CH2:31]1.C[Al](C)C>ClCCCl>[CH:1]1([N:4]([CH2:18][C:19]2[O:23][C:22]([C:24]([N:39]3[CH2:38][CH2:37][N:36]([CH:33]4[CH2:34][CH2:35][N:30]([CH3:29])[CH2:31][CH2:32]4)[CH2:41][CH2:40]3)=[O:25])=[N:21][N:20]=2)[S:5]([C:8]2[C:13]([CH3:14])=[CH:12][C:11]([O:15][CH3:16])=[CH:10][C:9]=2[CH3:17])(=[O:6])=[O:7])[CH2:2][CH2:3]1. Reported procedure: The title compound was prepared according to general procedure AT using Ethyl 5-({cyclopropyl[(4-methoxy-2,6-dimethylphenyl)sulfonyl]amino}methyl)-1,3,4-oxadiazole-2-carboxylate (30 mg, 0.07 mmol), 1-(1-methylpiperidin-4-yl)piperazine (26 mg, 0.14 mmol) and trimethylaluminium (2 M in toluene, 0.07 mL) in DCE (5 mL). A portion of the crude product was purified using FCC, eluting with 95:4.5:0.5 DCM:MeOH:NH3. Reactants: ClC1=NC=CC(=N1)C (2-Chloro-4-methyl-pyrimidine), ClN1C(CCC1=O)=O (N-chloro succinimide), C(C1=CC=CC=C1)(=O)OOC(C1=CC=CC=C1)=O (benzoyl peroxide). Run in C(Cl)(Cl)(Cl)Cl (carbon tetrachloride). Yields the product ClC1=NC=CC(=N1)CCl (2-Chloro-4-chloromethyl-pyrimidine). Reaction SMILES: [Cl:1][C:2]1[N:7]=[C:6]([CH3:8])[CH:5]=[CH:4][N:3]=1.[Cl:9]N1C(=O)CCC1=O.C(OOC(=O)C1C=CC=CC=1)(=O)C1C=CC=CC=1>C(Cl)(Cl)(Cl)Cl>[Cl:1][C:2]1[N:7]=[C:6]([CH2:8][Cl:9])[CH:5]=[CH:4][N:3]=1. Reported procedure: The mixture of 2-Chloro-4-methyl-pyrimidine (51) (6.48 g, 50 mmol), N-chloro succinimide (8.0 g, 60 mmol), and benzoyl peroxide (2.42 g, 10 mmol) in carbon tetrachloride (100 ml) was refluxed for 22 hr. After cooling to room temperature, the mixture was filtered and the filtrate was evaporated in vacuo and the residue was purified by silica gel column chromatography (eluent, ether:hexane (1:2)) to afford 3.3 g (40%). 1H NMR (200 MHz, CDCl3) δ: 4.57 (2H, s), 7.50 (1H, d, J=5.2 Hz), 8.65 (1H, d, J... Starting materials: resultant mixture, C(C)(C)(C)OC(=O)N1CCNCCC1 (tert-butyl-1-homopiperazine carboxylate), C(C)(C)(C)NC(C1=CC(=CC=C1)CCl)=O (N-tert-butyl-3-(chloromethyl)benzamide), C(C)N(C(C)C)C(C)C (N-ethyl-N-isopropylpropan-2-amine). Solvent: O1CCCC1 (tetrahydrofuran), ClCCl (dichloromethane). The product is C(C)(C)(C)NC(=O)C=1C=C(CN2CCN(CCC2)C(=O)OC(C)(C)C)C=CC1 (tert-Butyl 4-(3-(tert-butylcarbamoyl)benzyl)-1,4-diazepane-1-carboxylate). Yield: 89.3%. Reaction SMILES: [C:1]([O:5][C:6]([N:8]1[CH2:14][CH2:13][CH2:12][NH:11][CH2:10][CH2:9]1)=[O:7])([CH3:4])([CH3:3])[CH3:2].[C:15]([NH:19][C:20](=[O:29])[C:21]1[CH:26]=[CH:25][CH:24]=[C:23]([CH2:27]Cl)[CH:22]=1)([CH3:18])([CH3:17])[CH3:16].C(N(C(C)C)C(C)C)C>O1CCCC1.ClCCl>[C:15]([NH:19][C:20]([C:21]1[CH:22]=[C:23]([CH:24]=[CH:25][CH:26]=1)[CH2:27][N:11]1[CH2:12][CH2:13][CH2:14][N:8]([C:6]([O:5][C:1]([CH3:4])([CH3:2])[CH3:3])=[O:7])[CH2:9][CH2:10]1)=[O:29])([CH3:18])([CH3:16])[CH3:17]. Procedure details: To a solution of tert-butyl-1-homopiperazine carboxylate (0.25 g, 1.25 mmol) and N-tert-butyl-3-(chloromethyl)benzamide (0.470 g, 1.25 mmol) in tetrahydrofuran (4 mL) was added N-ethyl-N-isopropylpropan-2-amine (0.33 mL, 1.88 mmol). The resultant mixture was stirred at 80° C. for 16 hours. The mixture was cooled to room temperature, diluted with dichloromethane (50 mL) and washed with saturated ammonium chloride (aqueous) and brine. The organic phase was dried (sodium sulfate), filtered and conc...